This data is from the Open Reaction Database (ORD), a public repository of structured organic reaction records. The task is: describe an organic reaction: reactants, conditions, products, and yield Reactants: NC1=C(C=CC=C1)N(CCN(C)C)C(=O)OCC (N-(2-aminophenyl)-N-ethoxycarbonyl-N',N'-dimethylethylenediamine), C([O-])([O-])=O.[Ca+2] (calcium carbonate), [Br-].[Br-].[Br-].C(C1=CC=CC=C1)[N+](C)(C)C.C(C1=CC=CC=C1)[N+](C)(C)C.C(C1=CC=CC=C1)[N+](C)(C)C (benzyltrimethylammonium tribromide). Solvent: CO (methanol), ClCCl (dichloromethane). Run at time 24 hour. Yields the product NC1=C(C=C(C=C1Br)Br)N(CCN(C)C)C(=O)OCC (N-(2-amino-3,5-dibromophenyl)-N-ethoxycarbonyl-N',N'-dimethylethylenediamine). The yield is 33.4%. RXN SMILES: [NH2:1][C:2]1[CH:7]=[CH:6][CH:5]=[CH:4][C:3]=1[N:8]([C:14]([O:16][CH2:17][CH3:18])=[O:15])[CH2:9][CH2:10][N:11]([CH3:13])[CH3:12].C(=O)([O-])[O-].[Ca+2].[Br-:24].[Br-:25].[Br-].C([N+](C)(C)C)C1C=CC=CC=1.C([N+](C)(C)C)C1C=CC=CC=1.C([N+](C)(C)C)C1C=CC=CC=1>CO.ClCCl>[NH2:1][C:2]1[C:7]([Br:24])=[CH:6][C:5]([Br:25])=[CH:4][C:3]=1[N:8]([C:14]([O:16][CH2:17][CH3:18])=[O:15])[CH2:9][CH2:10][N:11]([CH3:13])[CH3:12] |f:1.2,3.4.5.6.7.8|. Procedure: To a solution of N-(2-aminophenyl)-N-ethoxycarbonyl-N',N'-dimethylethylenediamine (1.60 g) in methanol (20 ml) and dichloromethane (30 ml) were added calcium carbonate (1.29 g) and benzyltrimethylammonium tribromide (5.05 g), and the reaction mixture was stirred at room temperature for 24 hours. The insoluble matter was filtered off and the solvent was distilled off under reduced pressure. To the residue were added 5% aqueous sodium hydrogen sulfite solution and 1N aqueous sodium hydroxide solut... Reactants: CON=C1CCOC2=CC=C(C=C12)F (6-Fluoro-chroman-4-one O-methyl-oxime), CON=C1CCOC2=CC=C(C=C12)C (6-Methyl-chroman-4-one O-methyl-oxime). Product: FC=1C=C2C(CCOC2=CC1)N (6-Fluoro-chroman-4-ylamine). RXN SMILES: CO[N:3]=[C:4]1[C:13]2[C:8](=[CH:9][CH:10]=[C:11]([F:14])[CH:12]=2)[O:7][CH2:6][CH2:5]1.CON=C1C2C(=CC=C(C)C=2)OCC1>>[F:14][C:11]1[CH:12]=[C:13]2[C:8](=[CH:9][CH:10]=1)[O:7][CH2:6][CH2:5][CH:4]2[NH2:3]. Procedure details: The title compound was prepared using the procedure as described in Example 7B, substituting the product of Example 10A for the product of Example 7A. 1H NMR (300 MHz, CDCl3) δ 7.03 (dd, 1H, J=9.1 and 3.1 Hz), 6.85 (m, 1H), 6.74 (m, 1H,), 4.15-4.29 (m, 2H), 4.02 (m, 1H), 2.10-2.20 (m, 1H), 1.79-1.89 (m, 1H). MS (DCI) m/e 168 (M+H)+. The reactants are [Al+3], C1CCOC1, CC(=O)c1cccc2nc(-c3ccc(C(F)(F)F)cc3)oc12, [H-], [H-], [H-], [H-], [Li+], [Na+], [OH-], O. Product: CC(O)c1cccc2nc(-c3ccc(C(F)(F)F)cc3)oc12. RXN SMILES: [Al+3:2].[CH2:29]1[O:30][CH2:31][CH2:32][CH2:33]1.[F:7][C:8]([c:9]1[cH:10][cH:11][c:12](-[c:15]2[o:16][c:17]3[c:18]([n:19]2)[cH:20][cH:21][cH:22][c:23]3[C:24]([CH3:25])=[O:26])[cH:13][cH:14]1)([F:27])[F:28].[H-:1].[H-:4].[H-:5].[H-:6].[Li+:3].[Na+:36].[OH-:35].[OH2:34]>>[F:7][C:8]([c:9]1[cH:10][cH:11][c:12](-[c:15]2[o:16][c:17]3[c:18]([n:19]2)[cH:20][cH:21][cH:22][c:23]3[CH:24]([CH3:25])[OH:26])[cH:13][cH:14]1)([F:27])[F:28].